Dataset: the Open Reaction Database (ORD), a public repository of structured organic reaction records. Task: describe an organic reaction: reactants, conditions, products, and yield Reactants: O=C([O-])OCC(O)CO, O=C(O)O, CC(=O)OC(C)=O, OCC(O)CO, c1ccncc1. Product: CC(=O)OC(=O)OCC(O)CO. As a reaction SMILES: [C:18](=[O:19])([O-:20])[O:21][CH2:22][CH:23]([CH2:24][OH:25])[OH:26].[C:1](=[O:2])([OH:3])[OH:4].[CH3:11][C:12](=[O:13])[O:14][C:15]([CH3:16])=[O:17].[OH:5][CH2:6][CH:7]([OH:8])[CH2:9][OH:10].[cH:27]1[cH:28][cH:29][n:30][cH:31][cH:32]1>>[O:5]([CH2:6][CH:7]([OH:8])[CH2:9][OH:10])[C:15]([O:14][C:12]([CH3:11])=[O:13])=[O:17]. The reactants are O=C1COCC(=O)O1, NCCO, c1ccncc1. Yields the product O=C1COCC(=O)N1CCO. RXN SMILES: [C:5]1(=[O:12])[CH2:6][O:7][CH2:8][C:9](=[O:10])[O:11]1.[NH2:1][CH2:2][CH2:3][OH:4].[cH:13]1[cH:14][cH:15][n:16][cH:17][cH:18]1>>[N:1]1([CH2:2][CH2:3][OH:4])[C:5](=[O:11])[CH2:6][O:7][CH2:8][C:9]1=[O:10]. The reactants are C(CCCC=CCCCC)(=O)O (5-decenoic acid), C(CCCC=CCCCC)(=O)[O-] (5-decenoate), C=CCCCC (1-hexene). The reagents and catalysts are Cl[Ru](Cl)([P](C1CCCCC1)(C2CCCCC2)C3CCCCC3)([P](C4CCCCC4)(C5CCCCC5)C6CCCCC6)=CC7=CC=CC=C7 (Grubbs' catalyst). The product is C(C)(=O)OCCCCC=CCCCC (5-decenyl acetate). As a reaction SMILES: [C:1]([OH:12])(=O)[CH2:2][CH2:3][CH2:4][CH:5]=[CH:6][CH2:7][CH2:8][CH2:9][CH3:10].[C:13]([O-])(=[O:23])[CH2:14]CCC=CCCCC.C=CCCCC>Cl[Ru](=CC1C=CC=CC=1)([P](C1CCCCC1)(C1CCCCC1)C1CCCCC1)([P](C1CCCCC1)(C1CCCCC1)C1CCCCC1)Cl>[C:13]([O:12][CH2:1][CH2:2][CH2:3][CH2:4][CH:5]=[CH:6][CH2:7][CH2:8][CH2:9][CH3:10])(=[O:23])[CH3:14] |^1:39,58|. Reported procedure: For example, 5-hexenoic acid or an ester of 5-hexenoic acid (e.g. methyl 5-hexenoate, ethyl 5-hexenoate, etc.) could be used instead of 1-hexene, but the synthesis would entail a reduction of a carboxylic acid or an ester to an alcohol followed by acetylation. These syntheses are respectively shown in FIGS. 6 and 7. With reference to FIGS. 6 an 7, the 5-hexenoic acid or 5-hexenoate is reacted with 5-decene to form 5-decenoic acid or 5-decenoate, respectively, in the presence of Grubbs' catalyst ... Reactants: CC(C)(C)O, CC=C(C)C, COC(=O)c1ccc(C=O)c(OC)c1, [O-][Cl+][O-], [Na+], O. Product: COC(=O)c1ccc(C(=O)O)c(OC)c1. Reaction SMILES: [C:25]([OH:26])([CH3:27])([CH3:28])[CH3:29].[CH3:16][C:17](=[CH:18][CH3:19])[CH3:20].[CH3:1][O:2][C:3]([c:4]1[cH:5][c:6]([O:12][CH3:13])[c:7]([CH:10]=[O:11])[cH:8][cH:9]1)=[O:14].[Cl+:21]([O-:22])[O-:23].[Na+:24].[OH2:15]>>[CH3:1][O:2][C:3]([c:4]1[cH:5][c:6]([O:12][CH3:13])[c:7]([C:10](=[O:11])[OH:22])[cH:8][cH:9]1)=[O:14]. Reactants: CI (methyl iodide), ClC1=C(C=CC=C1)COC1=C(C=CC=C1OCC1=C(C=CC=C1)Cl)C(C(=O)O)O (2,3-Bis[(2-chlorophenyl)methoxy]-α-hydroxybenzeneacetic acid), compound, [H-].[Na+] (sodium hydride). Solvent: COCCOC (DME), [Cl-].[NH4+] (ammonium chloride). Run at time 30 minute. Product: ClC1=C(C=CC=C1)COC1=C(C=CC=C1OCC1=C(C=CC=C1)Cl)C(C(=O)O)OC (2,3-Bis[(2-chlorophenyl)methoxy]-α-methoxybenzeneacetic acid). Isolated yield 58.0%. Reaction SMILES: [Cl:1][C:2]1[CH:7]=[CH:6][CH:5]=[CH:4][C:3]=1[CH2:8][O:9][C:10]1[C:15]([O:16][CH2:17][C:18]2[CH:23]=[CH:22][CH:21]=[CH:20][C:19]=2[Cl:24])=[CH:14][CH:13]=[CH:12][C:11]=1[CH:25]([OH:29])[C:26]([OH:28])=[O:27].[H-].[Na+].[CH3:32]I>COCCOC.[Cl-].[NH4+]>[Cl:1][C:2]1[CH:7]=[CH:6][CH:5]=[CH:4][C:3]=1[CH2:8][O:9][C:10]1[C:15]([O:16][CH2:17][C:18]2[CH:23]=[CH:22][CH:21]=[CH:20][C:19]=2[Cl:24])=[CH:14][CH:13]=[CH:12][C:11]=1[CH:25]([O:29][CH3:32])[C:26]([OH:28])=[O:27] |f:1.2,5.6|. Reported procedure: To a stirred solution of Example 1 Part B compound (112 mg, 0.243 mmol) in DME (1 mL) under argon at room temperature was added sodium hydride (60% mineral oil dispersion, 9.7 mg, 0.24 mmol). After 30 min, methyl iodide (15 μL, 0.24 mmol) was added, the reaction mixture was stirred for 18 h and then diluted with saturated ammonium chloride solution. The mixture was extracted three times with Et2O. The organic extracts were combined, washed once with water, once with brine, dried (MgSO4) and evap... Starting materials: [C-]#N.[Na+] (sodium cyanide), bis-triphenylphosphine nickel dichloride, ClC1=CC=C(C=C1)S(=O)(=O)C(F)(F)F (4-chloro-trifluoromethanesulphonylbenzene). Reagents/catalysts: [Zn] (zinc), C1(=CC=CC=C1)P(C1=CC=CC=C1)C1=CC=CC=C1 (triphenylphosphine). Run in C(C)C(=O)C (Methyl Ethyl Ketone), C(C)C(=O)C (Methyl Ethyl Ketone). Conditions: time 10 minute. Product: FC(S(=O)(=O)C1=CC=C(C#N)C=C1)(F)F (4-trifluoromethanesulphonylbenzonitrile). Isolated yield 85.9%. Reaction SMILES: Cl[C:2]1[CH:7]=[CH:6][C:5]([S:8]([C:11]([F:14])([F:13])[F:12])(=[O:10])=[O:9])=[CH:4][CH:3]=1.[C-:15]#[N:16].[Na+]>C(C(C)=O)C.[Zn].C1(P(C2C=CC=CC=2)C2C=CC=CC=2)C=CC=CC=1>[F:12][C:11]([F:14])([F:13])[S:8]([C:5]1[CH:6]=[CH:7][C:2]([C:15]#[N:16])=[CH:3][CH:4]=1)(=[O:10])=[O:9] |f:1.2|. Procedure details: Under an atmosphere of nitrogen, a mixture of 4 g of bis-triphenylphosphine-nickel dichloride, 3 g of triphenylphosphine and 100 ml of MEK was stirred at room temperature for 10 minutes. 1.2 g of activated zinc powder were then added, and the reaction mixture was stirred at 70° C. for 30 minutes. Following this, the mixture was allowed to cool to 25° C., and a solution of 92 g of 4-chloro-trifluoromethanesulphonylbenzene in 50 ml of MEK was added dropwise. The mixture was stirred for 10 minutes,... The reactants are C(C)OC(=O)C=1NC2=CC(=C(C=C2C1)F)Cl (6-chloro-5-fluoro-1H-indole-2-carboxylic acid ethyl ester), BrCC1=CC=CC2=CC=CC=C12 (1-bromomethyl-naphthalene). The product is ClC1=C(C=C2C=C(N(C2=C1)CC1=CC=CC2=CC=CC=C12)C(=O)O)F (6-Chloro-5-fluoro-1-naphthalen-1-ylmethyl-1H-indole-2-carboxylic acid). As a reaction SMILES: C([O:3][C:4]([C:6]1[NH:7][C:8]2[C:13]([CH:14]=1)=[CH:12][C:11]([F:15])=[C:10]([Cl:16])[CH:9]=2)=[O:5])C.Br[CH2:18][C:19]1[C:28]2[C:23](=[CH:24][CH:25]=[CH:26][CH:27]=2)[CH:22]=[CH:21][CH:20]=1>>[Cl:16][C:10]1[CH:9]=[C:8]2[C:13]([CH:14]=[C:6]([C:4]([OH:3])=[O:5])[N:7]2[CH2:18][C:19]2[C:28]3[C:23](=[CH:24][CH:25]=[CH:26][CH:27]=3)[CH:22]=[CH:21][CH:20]=2)=[CH:12][C:11]=1[F:15]. Procedure: Using general procedure B, 6-chloro-5-fluoro-1H-indole-2-carboxylic acid ethyl ester (Lit. 7) was coupled with 1-bromomethyl-naphthalene and the product obtained was hydrolyzed to give the title compound as a white solid. MS: 352.0 ([M−H]−).